This data is from the Open Reaction Database (ORD), a public repository of structured organic reaction records. The task is: describe an organic reaction: reactants, conditions, products, and yield The reactants are Br, CCCN(CCC)C1CCc2c(OC)cccc2C1CC, Cl. Product: Br, CCCN(CCC)C1CCc2c(O)cccc2C1CC. Reaction SMILES: [BrH:23].[CH2:2]([CH3:3])[CH:4]1[CH:5]([N:16]([CH2:17][CH2:18][CH3:19])[CH2:20][CH2:21][CH3:22])[CH2:6][CH2:7][c:8]2[c:9]([O:14][CH3:15])[cH:10][cH:11][cH:12][c:13]21.[ClH:1]>>[BrH:23].[CH2:2]([CH3:3])[CH:4]1[CH:5]([N:16]([CH2:17][CH2:18][CH3:19])[CH2:20][CH2:21][CH3:22])[CH2:6][CH2:7][c:8]2[c:9]([OH:14])[cH:10][cH:11][cH:12][c:13]21.